From a dataset of the Open Reaction Database (ORD), a public repository of structured organic reaction records. describe an organic reaction: reactants, conditions, products, and yield The reactants are aqueous solution, Cl.O=C1CN(CCN1)C(CS)=N (2-(3-oxopiperazin-1-yl)-2-iminoethylmercaptan hydrochloride), C(C)(C)N(CC)C(C)C (diisopropylethylamine), C1(=CC=CC=C1)P(=O)(C1=CC=CC=C1)Cl (diphenylphosphoryl chloride), ice, ice, C(C)(C)N(CC)C(C)C (diisopropylethylamine), O[C@H](C)[C@@H]1[C@@H]2N(C(C(C2)=O)C(=O)[O-])C1=O ((5R,6S)-6-[(1R)-1-hydroxyethyl]-2-oxo-1-carbapenam-3-carboxylate). Reagents/catalysts: [C].[Pd] (palladium-carbon). Solvent: O1CCCC1 (tetrahydrofuran), P(=O)([O-])([O-])[O-] (phosphate), C(C)#N (acetonitrile). Conditions: time 1 hour. Yields the product O=C1CN(CCN1)C(CSC=1C[C@H]2N(C1C(=O)O)C([C@@H]2[C@@H](C)O)=O)=N ((5R,6S)-2-[2-(3-Oxopiperazin-1-yl)-2-iminoethylthio]-6-[(1R)-1-hydroxyethyl]-1-carbapen-2-em-3-carboxylic acid). Yield: 17.3%. As a reaction SMILES: C(N(C(C)C)CC)(C)C.C1(P(Cl)(C2C=CC=CC=2)=O)C=CC=CC=1.[OH:25][C@@H:26]([C@H:28]1[C:38](=[O:39])[N:30]2[CH:31]([C:35]([O-:37])=[O:36])[C:32](=O)[CH2:33][C@H:29]12)[CH3:27].Cl.[O:41]=[C:42]1[NH:47][CH2:46][CH2:45][N:44]([C:48](=[NH:51])[CH2:49][SH:50])[CH2:43]1>C(#N)C.O1CCCC1.P([O-])([O-])([O-])=O.[C].[Pd]>[O:41]=[C:42]1[NH:47][CH2:46][CH2:45][N:44]([C:48](=[NH:51])[CH2:49][S:50][C:32]2[CH2:33][C@@H:29]3[C@@H:28]([C@H:26]([OH:25])[CH3:27])[C:38](=[O:39])[N:30]3[C:31]=2[C:35]([OH:37])=[O:36])[CH2:43]1 |f:3.4,8.9|. Reported procedure: 1.62 ml of diisopropylethylamine and 1.92 ml of diphenylphosphoryl chloride were added dropwise to an ice-cooled solution of 3.0 g of (5R,6S)-6-[(1R)-1-hydroxyethyl]-2-oxo-1-carbapenam-3-carboxylate in 36 ml of anhydrous acetonitrile, and the mixture was stirred for one hour with ice-cooling. The reaction mixture was then added to an ice-cooled mixture of 1.86 ml of diisopropylethylamine in 180 ml of tetrahydrofuran and 160 ml of 0.1M phosphate buffer solution (pH 7.0), together with 20 ml of an... Starting materials: C1CCOC1, CNC, ClCCl, COC(=O)c1c2c(c(O)c(=O)n1C)C(=O)N(Cc1ccc(F)c(Cl)c1)CC2. Product: CN(C)C(=O)c1c2c(c(O)c(=O)n1C)C(=O)N(Cc1ccc(F)c(Cl)c1)CC2. RXN SMILES: [CH2:1]1[O:2][CH2:3][CH2:4][CH2:5]1.[CH3:6][NH:7][CH3:8].[Cl:36][CH2:37][Cl:38].[Cl:9][c:10]1[cH:11][c:12]([CH2:13][N:14]2[C:15](=[O:31])[c:16]3[c:17]([OH:30])[c:18](=[O:29])[n:19]([CH3:28])[c:20]([C:24]([O:26][CH3:25])=[O:27])[c:21]3[CH2:22][CH2:23]2)[cH:32][cH:33][c:34]1[F:35]>>[CH3:6][N:7]([CH3:8])[C:24]([c:20]1[n:19]([CH3:28])[c:18](=[O:29])[c:17]([OH:30])[c:16]2[c:21]1[CH2:22][CH2:23][N:14]([CH2:13][c:12]1[cH:11][c:10]([Cl:9])[c:34]([F:35])[cH:33][cH:32]1)[C:15]2=[O:31])=[O:26]. Starting materials: IC1=CC(NC=C1)=O (4-iodo-2-pyridone), BrCCC (1-bromopropane), C(=O)([O-])[O-].[K+].[K+] (K2CO3). The solvent is CN(C)C=O (DMF). Yields the product IC1=CC(N(C=C1)CCC)=O (4-Iodo-N-propyl-2-pyridone). RXN SMILES: [I:1][C:2]1[CH:7]=[CH:6][NH:5][C:4](=[O:8])[CH:3]=1.Br[CH2:10][CH2:11][CH3:12].C([O-])([O-])=O.[K+].[K+]>CN(C=O)C>[I:1][C:2]1[CH:7]=[CH:6][N:5]([CH2:10][CH2:11][CH3:12])[C:4](=[O:8])[CH:3]=1 |f:2.3.4|. Procedure: To 2.0 g (9.05 mmol) 4-iodo-2-pyridone in 10 mL DMF are added 1.00 mL (10.9 mmol) 1-bromopropane and 3.13 g (22.6 mmol) K2CO3. The reaction mixture is stirred at r.t. over night. The reaction is quenched by the addition of water. The resulting mixture is extracted with EtOAc. The organic layer is washed with aq. NaHCO3 solution, dried with Na2SO4 and the solvent is removed in vacuo. The residue is purified by column chromatography (silica gel, heptane/EtOAc. 70/30→50/50) Starting materials: CS(=O)(=O)OC[C@@H]1[C@H]([C@@H]([C@H](CC1)O[C@H](C)C1=CC(=CC(=C1)C(F)(F)F)C(F)(F)F)C1=CC=C(C=C1)F)COS(=O)(=O)C ([(1S,2R,3R,4S)-4-{(1R)-1-[3,5-bis(Trifluoromethyl)phenyl]ethoxy}-3-(4-fluorophenyl)cyclohexane-1,2-diyl]di(methylene) dimethanesulfonate), C(C1=CC=CC=C1)N (benzylamine). Solvent: C(C)O (ethanol). Run at temperature 150 celsius. Yields the product C(C1=CC=CC=C1)N1C[C@H]2CC[C@@H]([C@H]([C@@H]2C1)C1=CC=C(C=C1)F)O[C@H](C)C1=CC(=CC(=C1)C(F)(F)F)C(F)(F)F ((3aR,4R,5S,7aS)-2-Benzyl-5-{(1R)-1-[3,5-bis(trifluoromethyl)phenyl]ethoxy}-4-(4-fluorophenyl)octahydro-1H-isoindole). Reaction SMILES: CS(O[CH2:6][C@H:7]1[CH2:12][CH2:11][C@H:10]([O:13][C@@H:14]([C:16]2[CH:21]=[C:20]([C:22]([F:25])([F:24])[F:23])[CH:19]=[C:18]([C:26]([F:29])([F:28])[F:27])[CH:17]=2)[CH3:15])[C@@H:9]([C:30]2[CH:35]=[CH:34][C:33]([F:36])=[CH:32][CH:31]=2)[C@@H:8]1[CH2:37]OS(C)(=O)=O)(=O)=O.[CH2:43]([NH2:50])[C:44]1[CH:49]=[CH:48][CH:47]=[CH:46][CH:45]=1>C(O)C>[CH2:43]([N:50]1[CH2:37][C@@H:8]2[C@H:7]([CH2:12][CH2:11][C@H:10]([O:13][C@@H:14]([C:16]3[CH:21]=[C:20]([C:22]([F:23])([F:24])[F:25])[CH:19]=[C:18]([C:26]([F:28])([F:27])[F:29])[CH:17]=3)[CH3:15])[C@H:9]2[C:30]2[CH:35]=[CH:34][C:33]([F:36])=[CH:32][CH:31]=2)[CH2:6]1)[C:44]1[CH:49]=[CH:48][CH:47]=[CH:46][CH:45]=1. Procedure details: In a pressure tube was placed a solution of crude [(1S,2R,3R,4S)-4-{(1R)-1-[3,5-bis(trifluoromethyl)phenyl]ethoxy}-3-(4-fluorophenyl)cyclohexane-1,2-diyl]di(methylene) dimethanesulfonate (step H) in 20 mL ethanol and 1.2 mL (˜3 equiv.) benzylamine. The pressure tube was seated and heated at 150° C. in an oil bath for 3 hr. The tube was cooled to RT and opened. The resulting mixture was transferred to a round bottom flask and the solvent removed under vacuum. The residue was diluted with 100 mL E... Starting materials: N1C=C(C2=CC=CC=C12)\C=C\1/OC2=C(C1=O)C=CC(=C2CN2CCN(CC2)C(=O)OC(C)(C)C)OCC2=CC=CC=C2 (tert-butyl (Z)-4-({2-[(1H-indol-3-yl)methylene]-6-(benzyloxy)-3-oxo-2,3-dihydrobenzofuran-7-yl}methyl)piperazine-1-carboxylate), solution, Cl (hydrogen chloride). Solvent: C(Cl)Cl (methylene chloride), O1CCOCC1 (1,4-dioxane). Conditions: time 2 hour. The product is N1C=C(C2=CC=CC=C12)\C=C\1/OC2=C(C1=O)C=CC(=C2CN2CCNCC2)OCC2=CC=CC=C2 ((Z)-2-[(1H-indol-3-yl)methylene]-6-(benzyloxy)-7-(piperazin-1-ylmethyl)benzofuran-3(2H)-one). Isolated yield 71.3%. RXN SMILES: [NH:1]1[C:9]2[C:4](=[CH:5][CH:6]=[CH:7][CH:8]=2)[C:3](/[CH:10]=[C:11]2\[O:12][C:13]3[C:20]([CH2:21][N:22]4[CH2:27][CH2:26][N:25](C(OC(C)(C)C)=O)[CH2:24][CH2:23]4)=[C:19]([O:35][CH2:36][C:37]4[CH:42]=[CH:41][CH:40]=[CH:39][CH:38]=4)[CH:18]=[CH:17][C:14]=3[C:15]\2=[O:16])=[CH:2]1.Cl>C(Cl)Cl.O1CCOCC1>[NH:1]1[C:9]2[C:4](=[CH:5][CH:6]=[CH:7][CH:8]=2)[C:3](/[CH:10]=[C:11]2\[O:12][C:13]3[C:20]([CH2:21][N:22]4[CH2:23][CH2:24][NH:25][CH2:26][CH2:27]4)=[C:19]([O:35][CH2:36][C:37]4[CH:42]=[CH:41][CH:40]=[CH:39][CH:38]=4)[CH:18]=[CH:17][C:14]=3[C:15]\2=[O:16])=[CH:2]1. Reported procedure: A solution of tert-butyl (Z)-4-({2-[(1H-indol-3-yl)methylene]-6-(benzyloxy)-3-oxo-2,3-dihydrobenzofuran-7-yl}methyl)piperazine-1-carboxylate (0.123 g, 0.217 mmol) in methylene chloride (10 mL) was added with a 4 N solution of hydrogen chloride in 1,4-dioxane (10 mL), and the mixture was stirred at room temperature for 2 hours. The reaction mixture was concentrated, the resulting residue was added with saturated aqueous sodium hydrogencarbonate (20 mL), and the precipitated solid was collected by...